Dataset: the Open Reaction Database (ORD), a public repository of structured organic reaction records. Task: describe an organic reaction: reactants, conditions, products, and yield Starting materials: C(CCC)[Li] (n-butyllithium), CN(C)C=O (DMF), O(C1=CC=CC=C1)C1=CSC=C1 (3-phenoxythiophene), C(CCC)[Li] (n-butyllithium), C[Si](C)(C)Cl (trimethylsilyl chloride). Run in O (Water), CCOCC (ether), CCOCC (ether). Conditions: time 15 minute. The product is O(C1=CC=CC=C1)C=1C=C(SC1[Si](C)(C)C)C=O (4-phenoxy-5-trimethylsilylthiophene-2-carboxaldehyde). The yield is 83.0%. Reaction SMILES: [O:1]([C:8]1[CH:12]=[CH:11][S:10][CH:9]=1)[C:2]1[CH:7]=[CH:6][CH:5]=[CH:4][CH:3]=1.C([Li])CCC.[CH3:18][Si:19](Cl)([CH3:21])[CH3:20].CN([CH:26]=[O:27])C>CCOCC.O>[O:1]([C:8]1[CH:12]=[C:11]([CH:26]=[O:27])[S:10][C:9]=1[Si:19]([CH3:21])([CH3:20])[CH3:18])[C:2]1[CH:3]=[CH:4][CH:5]=[CH:6][CH:7]=1. Procedure: To a 0° C. solution of 3-phenoxythiophene (9.5 g, 53.9 mMol) in ether (200 mL) was added n-butyllithium (24 mL, 60 mMol, 2.5M in hexanes). The reaction was stirred for 15 min and trimethylsilyl chloride (6.45 g, 59.4 mMol) was added via syringe. The reaction was stirred 15 min and additional n-butyllithium (24 mL, 60 mMol, 2.5M in hexanes) was added and the reaction stirred 15 min. To the cold reaction mixture is added DMF (14 mL) and the reaction allowed to warm to room temperature over night. ...